Dataset: the Open Reaction Database (ORD), a public repository of structured organic reaction records. Task: describe an organic reaction: reactants, conditions, products, and yield The reactants are C(C)(C)NC(C)C (diisopropylamine), C1=CC=C(C=C1)NS(=O)(=O)C(F)(F)F (n-phenyltriflamide), C(CCC)[Li] (n-butyllithium), C1COC2(CCC(CC2)=O)O1 (1,4-cyclohexanedione mono-ethylene ketal). Solvent: C1CCOC1 (THF), C1CCOC1 (THF), C1CCOC1 (THF). Run at temperature -78 celsius, time 30 minute. Yields the product FC(S(=O)(=O)OC1=CCC2(OCCO2)CC1)(F)F (1,4-dioxaspiro[4.5]dec-7-en-8-yl trifluoromethanesulfonate). RXN SMILES: C(NC(C)C)(C)C.C([Li])CCC.[CH2:13]1[O:23][C:16]2([CH2:21][CH2:20][C:19](=[O:22])[CH2:18][CH2:17]2)[O:15][CH2:14]1.C1C=CC(N[S:31]([C:34]([F:37])([F:36])[F:35])(=[O:33])=[O:32])=CC=1>C1COCC1>[F:35][C:34]([F:37])([F:36])[S:31]([O:22][C:19]1[CH2:18][CH2:17][C:16]2([O:15][CH2:14][CH2:13][O:23]2)[CH2:21][CH:20]=1)(=[O:33])=[O:32]. Reported procedure: To a solution of diisopropylamine, (6.24 mL, 44.2 mmol) in THF (60 mL) at −78° C. under argon was slowly added n-butyllithium (17.7 mL, 44.2 mmol, 2.5 M in hexanes). The mixture was stirred for 30 min at that temperature before 1,4-cyclohexanedione mono-ethylene ketal (6.00 g, 38.4 mmol) was added slowly as a solution in THF (20 mL). The mixture was stirred for an additional 30 min at −78° C. and then n-phenyltriflamide (13.7 g, 38.4 mmol) was slowly added as a suspension in THF (50 mL). This mi... Starting materials: Clc1ccnc(Cl)n1, [H-], [Na+], CN(C)C=O, CC(C)(C)OC(=O)N1CCC(O)CC1. The product is CC(C)(C)OC(=O)N1CCC(Oc2ccnc(Cl)n2)CC1. RXN SMILES: [Cl:17][c:18]1[n:19][cH:20][cH:21][c:22]([Cl:24])[n:23]1.[H-:15].[Na+:16].[O:25]=[CH:26][N:27]([CH3:28])[CH3:29].[OH:1][CH:2]1[CH2:3][CH2:4][N:5]([C:8](=[O:9])[O:10][C:11]([CH3:12])([CH3:13])[CH3:14])[CH2:6][CH2:7]1>>[O:1]([CH:2]1[CH2:3][CH2:4][N:5]([C:8](=[O:9])[O:10][C:11]([CH3:12])([CH3:13])[CH3:14])[CH2:6][CH2:7]1)[c:22]1[cH:21][cH:20][n:19][c:18]([Cl:17])[n:23]1.